Dataset: the Open Reaction Database (ORD), a public repository of structured organic reaction records. Task: describe an organic reaction: reactants, conditions, products, and yield The reactants are ClC(=O)N1C(NS(C1)(=O)=O)=O (1-chlorocarbonyl-4-thia-imidazolidin-2-on-4,4-dioxide), CC1([C@@H](N2[C@H](S1)[C@@H](C2=O)NC(=O)[C@@H](C=3C=CC=CC3)N)C(=O)O)C (ampicillin). Yields the product ClC(=O)N1C(NS(CC1)(=O)=O)=O (1-chlorocarbonyl-1,3-diaza-4-thia-cyclohexan-2-on-4,4-dioxide). As a reaction SMILES: [Cl:1][C:2]([N:4]1[CH2:8][S:7](=[O:10])(=[O:9])[NH:6][C:5]1=[O:11])=[O:3].[CH3:12]C1(C)S[C@@H]2[C@H](NC([C@H](N)C3C=CC=CC=3)=O)C(=O)N2[C@H]1C(O)=O>>[Cl:1][C:2]([N:4]1[CH2:8][CH2:12][S:7](=[O:10])(=[O:9])[NH:6][C:5]1=[O:11])=[O:3]. Procedure details: 1-chlorocarbonyl-4-thia-imidazolidin-2-on-4,4-dioxide are reacted with 0.05 mol of ampicillin, The reactants are CO, O=C1C2CCCN2S(=O)(=O)N1CCl, O=C(O)c1c(Cl)cccc1Cl. Product: O=C(OCN1C(=O)C2CCCN2S1(=O)=O)c1c(Cl)cccc1Cl. RXN SMILES: [CH3:25][OH:26].[Cl:12][CH2:13][N:14]1[C:15](=[O:24])[CH:16]2[N:17]([S:18]1(=[O:19])=[O:20])[CH2:21][CH2:22][CH2:23]2.[OH:1][C:2](=[O:3])[c:4]1[c:5]([Cl:6])[cH:7][cH:8][cH:9][c:10]1[Cl:11]>>[O:1]([C:2](=[O:3])[c:4]1[c:5]([Cl:6])[cH:7][cH:8][cH:9][c:10]1[Cl:11])[CH2:13][N:14]1[C:15](=[O:24])[CH:16]2[N:17]([S:18]1(=[O:19])=[O:20])[CH2:21][CH2:22][CH2:23]2. Reactants: C1CNC=2C=CC3=C(C12)C=CC=C3 (benz[e]indoline), C1([N+](=O)[O-])=CC([N+](=O)[O-])=CC([N+](=O)[O-])=C1[O-] (picrate), [OH-].[Li+] (lithium hydroxide), CCOCC (ether), C1([N+](=O)[O-])=CC([N+](=O)[O-])=CC([N+](=O)[O-])=C1[O-] (picrate), C1([N+](=O)[O-])=CC([N+](=O)[O-])=CC([N+](=O)[O-])=C1O (picric acid), C1([N+](=O)[O-])=CC([N+](=O)[O-])=CC([N+](=O)[O-])=C1[O-] (picrate). Run in C(C)O (ethanol). Yields the product C(C=C)C12CCN(C2=CCC2=C1C=C(C=C2)OC)C (9b-Allyl-8-methoxy-3-methyl-5,9b-dihydrobenz[e]indoline). RXN SMILES: [CH2:1]1[C:9]2[C:8]3[CH:10]=[CH:11][CH:12]=[CH:13][C:7]=3[CH:6]=[CH:5][C:4]=2[NH:3][CH2:2]1.[C:14]1(C([O-])=C([N+]([O-])=O)C=[C:19]([N+]([O-])=O)[CH:18]=1)[N+]([O-])=O.C1([C:44]([OH:45])=C([N+]([O-])=O)C=C([N+]([O-])=O)C=1)[N+]([O-])=O.[OH-].[Li+].[CH3:48]COCC>C(O)C>[CH2:19]([C:9]12[C:8]3[CH:10]=[C:11]([O:45][CH3:44])[CH:12]=[CH:13][C:7]=3[CH2:6][CH:5]=[C:4]1[N:3]([CH3:48])[CH2:2][CH2:1]2)[CH:18]=[CH2:14] |f:3.4|. Reported procedure: The benz[e]indoline IIa regenerated from the picrate XIVd (X=picric acid) as follows: A mixture of finely powder picrate (10 mmol), 1 N aqueous lithium hydroxide (50 ml), ethanol (20 ml) and ether (100 ml) in a separatory funnel was shaken until all the picrate had dissolved. The ether phase was washed with water and, after drying, was evaporated to dryness to give the free base IIa quantitatively.